From a dataset of the Open Reaction Database (ORD), a public repository of structured organic reaction records. describe an organic reaction: reactants, conditions, products, and yield The reactants are CNN (Methylhydrazine), C1(=CC=CC=C1)C(C(C(=O)C1=CC=CC=C1)CC)=O (1,3-diphenyl-2-ethyl-1,3-propanedione), ice water. The solvent is C(C)(C)O (isopropanol). Conditions: temperature 80 celsius. Yields the product C1(=CC=CC=C1)C1=NN(C(=C1CC)C1=CC=CC=C1)C (3,5-Diphenyl-4-ethyl-1-methylpyrazole). Yield: 56.0%. As a reaction SMILES: [CH3:1][NH:2][NH2:3].[C:4]1([C:10](=O)[CH:11]([CH2:20][CH3:21])[C:12]([C:14]2[CH:19]=[CH:18][CH:17]=[CH:16][CH:15]=2)=O)[CH:9]=[CH:8][CH:7]=[CH:6][CH:5]=1>C(O)(C)C>[C:4]1([C:10]2[C:11]([CH2:20][CH3:21])=[C:12]([C:14]3[CH:19]=[CH:18][CH:17]=[CH:16][CH:15]=3)[N:2]([CH3:1])[N:3]=2)[CH:9]=[CH:8][CH:7]=[CH:6][CH:5]=1. Procedure: Methylhydrazine (2.86 g, 0.06 mole) is added to an isopropanol (100 ml) solution of 1,3-diphenyl-2-ethyl-1,3-propanedione (11.0 g, 0.044 mole) with constant stirring at 80° C. The reaction mixture is heated at reflux for 31/2 hours, then stirred at room temperature overnight. The reaction mixture is poured into ice-water, stirred for 1/2 hour, and the resulting mixture extracted with chloroform (3×50 ml). Evaporation of the organic layer gives an oil, which is crystallized from hexane with cooli... Reactants: FC1=C(C=C2C=CC=NC2=C1)CN1N=NC2=NC=C(N=C21)C(C)=O (1-[3-(7-fluoro-quinolin-6-ylmethyl)-3H-[1,2,3]triazolo[4,5-b]pyrazin-5-yl]-ethanone), C(C1=CC=NC=C1)(=O)NN (isonicotinic acid hydrazide). The product is FC1=C(C=C2C=CC=NC2=C1)CN1N=NC2=NC=C(N=C21)\C(\C)=N\NC(C2=CC=NC=C2)=O (Isonicotinic acid [1-[3-(7-fluoro-quinolin-6-ylmethyl)-3H-[1,2,3]triazolo[4,5-b]pyrazin-5-yl]-eth-(E)-ylidene]-hydrazide). The yield is 70.2%. RXN SMILES: [F:1][C:2]1[CH:11]=[C:10]2[C:5]([CH:6]=[CH:7][CH:8]=[N:9]2)=[CH:4][C:3]=1[CH2:12][N:13]1[C:21]2[C:16](=[N:17][CH:18]=[C:19]([C:22](=O)[CH3:23])[N:20]=2)[N:15]=[N:14]1.[C:25]([NH:33][NH2:34])(=[O:32])[C:26]1[CH:31]=[CH:30][N:29]=[CH:28][CH:27]=1>>[F:1][C:2]1[CH:11]=[C:10]2[C:5]([CH:6]=[CH:7][CH:8]=[N:9]2)=[CH:4][C:3]=1[CH2:12][N:13]1[C:21]2[C:16](=[N:17][CH:18]=[C:19](/[C:22](=[N:34]/[NH:33][C:25](=[O:32])[C:26]3[CH:31]=[CH:30][N:29]=[CH:28][CH:27]=3)/[CH3:23])[N:20]=2)[N:15]=[N:14]1. Procedure: The title compound (27.9 mg, 64%) was synthesized from 1-[3-(7-fluoro-quinolin-6-ylmethyl)-3H-[1,2,3]triazolo[4,5-b]pyrazin-5-yl]-ethanone (30.0 mg, 0.09 mmol) and isonicotinic acid hydrazide (38.3 mg, 0.28 mmol) using the same procedure as described in the synthesis of example 72. 1H-NMR (400 MHz, DMSO-d6) δ ppm 11.75, 11.39 (bs, 1H), 9.51 (s, 1H), 8.93 (dd, 1H), 8.79 (m, 2H), 8.42 (d, 1H), 8.20 (d, 1H), 7.836 (m, 3H), 7.54 (dd, 1H), 6.25 (s, 2H), 2.49 (s, 3H). LCMS (method E): [MH]+=442, tR=4....